This data is from the Open Reaction Database (ORD), a public repository of structured organic reaction records. The task is: describe an organic reaction: reactants, conditions, products, and yield Starting materials: CC1(OC2=C(C1)C=CC=C2COC2=NC=C(C=C2)N)C (2-(2,3-dihydro-2,2-dimethyl-7-benzofuranylmethyloxy)-5-aminopyridine), CON(C(=O)Cl)C (N-methoxy-N-methylcarbamoyl chloride). Run in N1=CC=CC=C1 (pyridine). Product: CC1(OC2=C(C1)C=CC=C2COC2=NC=C(C=C2)NC(=O)N(C)OC)C (1-[2-(2,3-dihydro-2,2-dimethyl-7-benzofuranylmethyloxy)-5-pyridyl]-3-methoxy-3-methylurea). Isolated yield 83.2%. As a reaction SMILES: [CH3:1][C:2]1([CH3:20])[CH2:6][C:5]2[CH:7]=[CH:8][CH:9]=[C:10]([CH2:11][O:12][C:13]3[CH:18]=[CH:17][C:16]([NH2:19])=[CH:15][N:14]=3)[C:4]=2[O:3]1.[CH3:21][O:22][N:23]([CH3:27])[C:24](Cl)=[O:25]>N1C=CC=CC=1>[CH3:1][C:2]1([CH3:20])[CH2:6][C:5]2[CH:7]=[CH:8][CH:9]=[C:10]([CH2:11][O:12][C:13]3[CH:18]=[CH:17][C:16]([NH:19][C:24]([N:23]([O:22][CH3:21])[CH3:27])=[O:25])=[CH:15][N:14]=3)[C:4]=2[O:3]1. Procedure: 2.0 g of 2-(2,3-dihydro-2,2-dimethyl-7-benzofuranylmethyloxy)-5-aminopyridine was dissolved into 5 ml of pyridine, and 1.1 g of N-methoxy-N-methylcarbamoyl chloride was slowly added dropwise thereto under cooling with ice. After 2-hours' continuous stirring, pyridine was distilled off under a reduced pressure, and the residual oily matter was dissolved into 30 ml of toluene. After the mixture was subsequently washed with water, diluted hydrochloric acid and saturated sodium chloride aqueous solu... Reactants: O.C1(=CC(O)=CC(C)=C1)O (Orcinol monohydrate), CC1=C(C=C(C=C1)C)S(=O)(=O)Cl (2,5-dimethylbenzenesulfonyl chloride). The solvent is C(=O)(O)[O-].[Na+] (NaHCO3), C(C)OCC (diethyl ether), O (water). Reaction conditions: time 8 hour. The product is CC1=C(C=C(C=C1)C)S(=O)(=O)OC=1C=C(C=C(C1)C)O (3-(2,5-Dimethylphenylsulfonyloxy)-5-methylphenol). Isolated yield 71.8%. Reaction SMILES: O.[C:2]1([OH:10])[CH:9]=[C:7]([CH3:8])[CH:6]=[C:4]([OH:5])[CH:3]=1.[CH3:11][C:12]1[CH:17]=[CH:16][C:15]([CH3:18])=[CH:14][C:13]=1[S:19](Cl)(=[O:21])=[O:20]>C([O-])(O)=O.[Na+].C(OCC)C.O>[CH3:11][C:12]1[CH:17]=[CH:16][C:15]([CH3:18])=[CH:14][C:13]=1[S:19]([O:5][C:4]1[CH:3]=[C:2]([OH:10])[CH:9]=[C:7]([CH3:8])[CH:6]=1)(=[O:20])=[O:21] |f:0.1,3.4|. Procedure: Orcinol monohydrate (1.42 g, 10.0 mmol) and 2,5-dimethylbenzenesulfonyl chloride (2.05 g, 10.0 mmol) were mixed in saturated aqueous NaHCO3 (30 mL) and diethyl ether (30 mL). The biphasic mixture was stirred vigorously at ambient temperature overnight. The reaction mixture was diluted with water (50 mL) and extracted into ethyl acetate (3×50 mL). The organic phase was washed with brine (2×50 mL) and dried over Na2SO4. After removing the solvent in vacuo, the residue was purified by flash column ... Reactants: ice, ClC=1C=C(C=CC1Cl)N1N=C(C=C1)NC(CN1CCOCC1)=O (N-(1-(3,4-dichlorophenyl)-1H-pyrazol-3-yl)-2-morpholinoacetamide), solution, CSC.B (borane dimethylsulfide), O (water), Cl (HCl). Solvent: O1CCCC1 (tetrahydrofurane), C1CCOC1 (THF), CO (methanol). Conditions: time 16 hour. Product: ClC=1C=C(C=CC1Cl)N1N=C(C=C1)NCCN1CCOCC1 (1-(3,4-Dichlorophenyl)-N-(2-morpholinoethyl)-1H-pyrazol-3-amine). Isolated yield 55.5%. RXN SMILES: [Cl:1][C:2]1[CH:3]=[C:4]([N:9]2[CH:13]=[CH:12][C:11]([NH:14][C:15](=O)[CH2:16][N:17]3[CH2:22][CH2:21][O:20][CH2:19][CH2:18]3)=[N:10]2)[CH:5]=[CH:6][C:7]=1[Cl:8].CSC.B.O.Cl>O1CCCC1.CO>[Cl:1][C:2]1[CH:3]=[C:4]([N:9]2[CH:13]=[CH:12][C:11]([NH:14][CH2:15][CH2:16][N:17]3[CH2:18][CH2:19][O:20][CH2:21][CH2:22]3)=[N:10]2)[CH:5]=[CH:6][C:7]=1[Cl:8] |f:1.2|. Procedure: To an ice cooled solution of N-(1-(3,4-dichlorophenyl)-1H-pyrazol-3-yl)-2-morpholinoacetamide (0.1 g, 0.28 mmol) in dry tetrahydrofurane (4 ml), in a dry nitrogen atmosphere, was dropwise added a 2M solution of borane dimethylsulfide in THF (0.7 ml, 1.4 mmol). The solution was slowly warmed to reflux, refluxed 4 hrs and additionally stirred at room temperature for 16 hrs. The mixture was ice cooled while water (2 ml) and 6M HCl (0.5 ml) cautiously added and, then, refluxed for 2 hrs. Solvents we... The reactants are COc1ccc2c(c1)SCC(C)(c1ccc(F)cc1)C2(O)C#CCCCCCCCO[Si](C)(C)C(C)(C)C, [BH3-]C#N, ClCCCl, [Na+], O. The product is COc1ccc2c(c1)SCC(C)(c1ccc(F)cc1)C2C#CCCCCCCCO[Si](C)(C)C(C)(C)C. As a reaction SMILES: [C:1]([CH3:2])([CH3:3])([CH3:4])[Si:5]([O:6][CH2:7][CH2:8][CH2:9][CH2:10][CH2:11][CH2:12][CH2:13][C:14]#[C:15][C:16]1([OH:36])[C:17]([CH3:28])([c:29]2[cH:30][cH:31][c:32]([F:35])[cH:33][cH:34]2)[CH2:18][S:19][c:20]2[cH:21][c:22]([O:26][CH3:27])[cH:23][cH:24][c:25]21)([CH3:37])[CH3:38].[C:39]([BH3-:40])#[N:41].[Cl:44][CH2:45][CH2:46][Cl:47].[Na+:42].[OH2:43]>>[C:1]([CH3:2])([CH3:3])([CH3:4])[Si:5]([O:6][CH2:7][CH2:8][CH2:9][CH2:10][CH2:11][CH2:12][CH2:13][C:14]#[C:15][CH:16]1[C:17]([CH3:28])([c:29]2[cH:30][cH:31][c:32]([F:35])[cH:33][cH:34]2)[CH2:18][S:19][c:20]2[cH:21][c:22]([O:26][CH3:27])[cH:23][cH:24][c:25]21)([CH3:37])[CH3:38]. Reactants: C(C)(C)(C)OC(=O)C1=C(C=C(C(=O)O)C=C1)C (4-tert-butoxycarbonyl-3-methyl-benzoic acid), [OH-].[NH4+] (ammonium hydroxide), CN1CCOCC1 (N-methyl morpholine), C(C(C)C)OC(=O)Cl (isobutylchloroformate). The solvent is O1CCCC1 (tetrahydrofuran), O (water). Conditions: time 8 hour. The product is C(N)(=O)C1=CC(=C(C(=O)OC(C)(C)C)C=C1)C (tert-butyl 4-carbamoyl-2-methyl-benzoate). As a reaction SMILES: [C:1]([O:5][C:6]([C:8]1[CH:16]=[CH:15][C:11]([C:12](O)=[O:13])=[CH:10][C:9]=1[CH3:17])=[O:7])([CH3:4])([CH3:3])[CH3:2].C[N:19]1CCOCC1.C(OC(Cl)=O)C(C)C.[OH-].[NH4+]>O1CCCC1.O>[C:12]([C:11]1[CH:15]=[CH:16][C:8]([C:6]([O:5][C:1]([CH3:4])([CH3:3])[CH3:2])=[O:7])=[C:9]([CH3:17])[CH:10]=1)(=[O:13])[NH2:19] |f:3.4|. Reported procedure: A solution of 4-tert-butoxycarbonyl-3-methyl-benzoic acid (40 g) was suspended in tetrahydrofuran (160 mL). This solution was cooled to −30 C then N-methyl morpholine (18.7 mL) followed by isobutylchloroformate (24.2 mL) were added. A white precipitate appeared. The solution was stirred for 8 hours then a solution of ammonium hydroxide (100 mL) was added. The reaction mixture was slowly allowed to warm to room temperature over 48 hours. Then water was added and the mixture was extracted with eth... The product is C(=O)(O)[C@@H]1N(C2=CC(=CC(=C2[C@H](C1)C1=CC=CC=C1)Cl)Cl)NC(=O)COC (Trans-2-carboxy-5,7-dichloro-4-phenyl(methoxy)methylcarbonylamino-1,2,3,4-tetrahydroquinoline). The yield is 58.5%. Starting materials: [OH-].[Li+] (lithium hydroxide), solution, ClC1=C2[C@H](C[C@@H](N(C2=CC(=C1)Cl)NC(=O)COC)C(=O)OC)C1=CC=CC=C1 (trans-5,7-dichloro-2-methoxycarbonyl-4-phenyl(methoxy)methylcarbonylamino-1,2,3,4-tetrahydroquinoline). Solvent: O1CCCC1 (tetrahydrofuran), O (water). As a reaction SMILES: [Cl:1][C:2]1[CH:11]=[C:10]([Cl:12])[CH:9]=[C:8]2[C:3]=1[C@@H:4]([C:23]1[CH:28]=[CH:27][CH:26]=[CH:25][CH:24]=1)[CH2:5][C@H:6]([C:19]([O:21]C)=[O:20])[N:7]2[NH:13][C:14]([CH2:16][O:17][CH3:18])=[O:15].[OH-].[Li+]>O1CCCC1.O>[C:19]([C@H:6]1[CH2:5][C@H:4]([C:23]2[CH:28]=[CH:27][CH:26]=[CH:25][CH:24]=2)[C:3]2[C:8](=[CH:9][C:10]([Cl:12])=[CH:11][C:2]=2[Cl:1])[N:7]1[NH:13][C:14]([CH2:16][O:17][CH3:18])=[O:15])([OH:21])=[O:20] |f:1.2|. Conditions: time 3 hour. Procedure: To a solution of trans-5,7-dichloro-2-methoxycarbonyl-4-phenyl(methoxy)methylcarbonylamino-1,2,3,4-tetrahydroquinoline (Isomer A, 0.180 g, 0.426 mmol) in a mixture of tetrahydrofuran (10 ml) and water (5 ml) was added aqueous lithium hydroxide (0.904 ml of a 0.50M solution, 0.47 mmol), and the resulting mixture was stirred at room temperature for 3 h. The solvent was then removed under vacuum and the residue was diluted with sodium bicarbonate solution (50 ml) and washed with diethyl ether (1×30... Reactants: ClC1=CC=C(COC2=CC(NC=C2)=O)C=C1 (4-((4-chlorobenzyl)oxy)pyridin-2(1H)-one), BrC=1N=CC=2N(C1)C(=C(N2)C2CC2)C (6-bromo-2-cyclopropyl-3-methylimidazo[1,2-a]pyrazine), CNCCNC (N,N′-dimethyl-1,2-ethanediamine), C([O-])([O-])=O.[K+].[K+] (potassium carbonate), N (NH3). Reagents/catalysts: [Cu]I (CuI). Solvent: CS(=O)C (DMSO). Conditions: temperature 150 celsius. Yields the product ClC1=CC=C(COC2=CC(N(C=C2)C=2N=CC=3N(C2)C(=C(N3)C3CC3)C)=O)C=C1 (4-((4-Chlorobenzyl)oxy)-1-(2-cyclopropyl-3-methylimidazo[1,2-a]pyrazin-6-yl)pyridin-2(1H)-one). Isolated yield 42.2%. As a reaction SMILES: [Cl:1][C:2]1[CH:16]=[CH:15][C:5]([CH2:6][O:7][C:8]2[CH:13]=[CH:12][NH:11][C:10](=[O:14])[CH:9]=2)=[CH:4][CH:3]=1.Br[C:18]1[N:19]=[CH:20][C:21]2[N:22]([C:24]([CH3:30])=[C:25]([CH:27]3[CH2:29][CH2:28]3)[N:26]=2)[CH:23]=1.CNCCNC.C(=O)([O-])[O-].[K+].[K+].N>[Cu]I.CS(C)=O>[Cl:1][C:2]1[CH:16]=[CH:15][C:5]([CH2:6][O:7][C:8]2[CH:13]=[CH:12][N:11]([C:18]3[N:19]=[CH:20][C:21]4[N:22]([C:24]([CH3:30])=[C:25]([CH:27]5[CH2:29][CH2:28]5)[N:26]=4)[CH:23]=3)[C:10](=[O:14])[CH:9]=2)=[CH:4][CH:3]=1 |f:3.4.5|. Procedure: A mixture of 4-((4-chlorobenzyl)oxy)pyridin-2(1H)-one (26.2 mg), 6-bromo-2-cyclopropyl-3-methylimidazo[1,2-a]pyrazine (42.1 mg), N,N′-dimethyl-1,2-ethanediamine (19.63 mg), CuI (21.2 mg), potassium carbonate (46.2 mg) and DMSO (1 ml) was heated at 150° C. for 1 h under microwave irradiation. The mixture was poured into 28% NH3 solution at room temperature and extracted with EtOAc. The organic layer was separated, washed with water and brine successively, dried over MgSO4, concentrated in vacuo, ...